This data is from the Open Reaction Database (ORD), a public repository of structured organic reaction records. The task is: describe an organic reaction: reactants, conditions, products, and yield Reactants: O (Water), CCCCCC (hexane), BrC=1C(=NC(=NC1)OC)OC (5-bromo-2,4-dimethoxypyrimidine), C(=O)OCC (ethyl formate). Run in CCOCC (Et2O). Reaction conditions: temperature -70 celsius, time 1 hour. Product: C(=O)C=1C(=NC(=NC1)OC)OC (5-Formyl-2,4-dimethoxypyrimidine). RXN SMILES: CCCCCC.Br[C:8]1[C:9]([O:16][CH3:17])=[N:10][C:11]([O:14][CH3:15])=[N:12][CH:13]=1.[CH:18](OCC)=[O:19].O>CCOCC>[CH:18]([C:8]1[C:9]([O:16][CH3:17])=[N:10][C:11]([O:14][CH3:15])=[N:12][CH:13]=1)=[O:19]. Reported procedure: A solution of 1.6M n-Buli in hexane (48 ml, 73.6 mmol) was added over 5 min. to a stirred suspension of 5-bromo-2,4-dimethoxypyrimidine (16 g; 72.9 mmol) in dry Et2O (240 ml) at -70° C. under an atmosphere of dry N2. Dry ethyl formate (28 g: 377 mmol) was added and the orange solution stirred at -70° C. for 1 h then allowed to warm slowly to ambient temperature. Water (400 ml) was added and the aqueous layer separated and extracted with Et2O (3×200 ml). The ether layer was combined with the extr... Starting materials: O.NN (Hydrazine monohydrate), FC1=C(C#N)C=C(C=C1)[N+](=O)[O-] (2-fluoro-5-nitrobenzonitrile). Run in CCO (EtOH). Yields the product [N+](=O)([O-])C=1C=C2C(=NNC2=CC1)N (5-Nitro-1H-indazole-3-ylamine). As a reaction SMILES: [OH2:1].[NH2:2][NH2:3].F[C:5]1[CH:12]=[CH:11][C:10]([N+:13]([O-])=[O:14])=[CH:9][C:6]=1[C:7]#[N:8]>CCO>[N+:13]([C:10]1[CH:9]=[C:6]2[C:5](=[CH:12][CH:11]=1)[NH:3][N:2]=[C:7]2[NH2:8])([O-:14])=[O:1] |f:0.1|. Reported procedure: Hydrazine monohydrate (17.5 mL, 362 mmol) was added to a hot (50° C.) solution of 2-fluoro-5-nitrobenzonitrile (30 g, 181 mmol) in EtOH (500 mL). The mixture was heated at reflux for 4 hours then allowed to cool to room temperature, whereupon the product precipitated from solution. The filtrate was concentrated and the residue partitioned between EtOAc and saturated ammonium chloride solution. The organic phase was separated, dried over magnesium sulfate and concentrated to obtain further produc... Reactants: CC(=CCC1=CC=C(C=C1)O)C (4-(3-methyl-but-2-enyl)-phenol). Reagents/catalysts: [Rh] (rhodium). Run in C1CCCCC1 (cyclohexane). Run at time 5 hour. The product is C(CC(C)C)[C@H]1CC[C@H](CC1)O (cis-4-isoamylcyclohexanol), C(CC(C)C)[C@@H]1CC[C@H](CC1)O (trans-4-isoamylcyclohexanol). Yield: 49.1%. RXN SMILES: [CH3:1][C:2]([CH3:12])=[CH:3][CH2:4][C:5]1[CH:10]=[CH:9][C:8]([OH:11])=[CH:7][CH:6]=1>[Rh].C1CCCCC1>[CH2:4]([C@@H:5]1[CH2:6][CH2:7][C@H:8]([OH:11])[CH2:9][CH2:10]1)[CH2:3][CH:2]([CH3:12])[CH3:1].[CH2:4]([C@H:5]1[CH2:6][CH2:7][C@H:8]([OH:11])[CH2:9][CH2:10]1)[CH2:3][CH:2]([CH3:12])[CH3:1]. Reported procedure: 85 g 4-(3-methyl-but-2-enyl)-phenol, 3 wt. % rhodium-on-active charcoal (Rh content, based on the weight of the dry catalyst: 5%; wafer content about 50%) are initially introduced into 300 ml cyclohexane in a stirred autoclave with a gassing stirrer. Hydrogenation is carried out for 5 hours at 100° C. under a hydrogen pressure of 20 bar. After filtration, 85 g 4-isoamylcyclohexanol are obtained as a crude product. After distillation, 80 g 4-isoamylcyclohexanol, which has the following compositio... The reactants are CN=C=O (methyl isocyanate), NC1=CC=C(C=C1)O (4-aminophenol). Solvent: C(C)#N (acetonitrile), CN(C=O)C (N,N-dimethylformamide). Conditions: time 12 hour. Product: OC1=CC=C(C=C1)NC(=O)NC (N-(4-hydroxyphenyl)-N'-methylurea). Isolated yield 51.8%. As a reaction SMILES: [CH3:1][N:2]=[C:3]=[O:4].[NH2:5][C:6]1[CH:11]=[CH:10][C:9]([OH:12])=[CH:8][CH:7]=1>C(#N)C.CN(C)C=O>[OH:12][C:9]1[CH:10]=[CH:11][C:6]([NH:5][C:3]([NH:2][CH3:1])=[O:4])=[CH:7][CH:8]=1. Reported procedure: A solution of methyl isocyanate (6 g) in acetonitrile (10 ml) was added dropwise to a solution of 4-aminophenol (10.9 g) in N,N-dimethylformamide (50 ml) at 10° C. to 20° C. The mixture was stirred at 25° C. to 35° C. for 12 hours and evaporated under reduced pressure. Water (100 ml) was added to the resulting syrup and the mixture was stirred for 30 minutes. The mixture became thick in the course of stirring. The solid substance was collected by filtration, washed with cold water and recrystall... Starting materials: Fc1ccc(Cc2nc[nH]n2)cc1, [K+], O=[Mn](=O)(=O)[O-], O. The product is O=C(c1ccc(F)cc1)c1nc[nH]n1. As a reaction SMILES: [F:1][c:2]1[cH:3][cH:4][c:5]([CH2:6][c:7]2[n:8][nH:9][cH:10][n:11]2)[cH:12][cH:13]1.[K+:19].[Mn:14](=[O:15])([O-:16])(=[O:17])=[O:18].[OH2:20]>>[F:1][c:2]1[cH:3][cH:4][c:5]([C:6]([c:7]2[n:8][nH:9][cH:10][n:11]2)=[O:15])[cH:12][cH:13]1. Starting materials: C(C)(=O)N(CC=1N=NN(C1)C[Si](C)(C)C)CC1=CC=C(C(=O)OC)C=C1 (methyl 4-{[acetyl({1-[(trimethylsilyl)methyl]-1H-1,2,3-triazol-4-yl}methyl)amino]methyl}benzoate), C1CCOC1 (THF), [Li+].[OH-] (LiOH). The solvent is CO (MeOH). Conditions: time 8 hour. Product: C(C)(=O)N(CC=1N=NN(C1)C)CC1=CC=C(C(=O)O)C=C1 (4-({Acetyl[(1-methyl-1H-1,2,3-triazol-4-yl)methyl]amino}methyl)benzoic acid). Reaction SMILES: [C:1]([N:4]([CH2:16][C:17]1[CH:26]=[CH:25][C:20]([C:21]([O:23]C)=[O:22])=[CH:19][CH:18]=1)[CH2:5][C:6]1[N:7]=[N:8][N:9]([CH2:11][Si](C)(C)C)[CH:10]=1)(=[O:3])[CH3:2].C1COCC1.[Li+].[OH-]>CO>[C:1]([N:4]([CH2:16][C:17]1[CH:18]=[CH:19][C:20]([C:21]([OH:23])=[O:22])=[CH:25][CH:26]=1)[CH2:5][C:6]1[N:7]=[N:8][N:9]([CH3:11])[CH:10]=1)(=[O:3])[CH3:2] |f:2.3|. Procedure: A solution of methyl 4-{[acetyl({1-[(trimethylsilyl)methyl]-1H-1,2,3-triazol-4-yl}methyl)amino]methyl}benzoate (101 mg, 0.270 mmol), THF (809 uL) and MeOH (270 uL) was treated with aqueous LiOH (270 uL, 0.809 mmol, 3M in water). The reaction immediately turned red and was stirred overnight. The reaction was quenched with 2M aq. HCl and extracted with EtOAc 2×. The combined organic layers were washed with brine, dried (MgSO4) and concentrated to afford the protosilylated carboxylic acid as a yell... The reactants are COc1ccc(-c2cc(-c3ccccn3)nc(-c3cccc(C#N)n3)c2)cc1, CC(=O)O, [H][H], [Pd]. The product is COc1ccc(-c2cc(-c3ccccn3)nc(-c3cccc(CN)n3)c2)cc1. Reaction SMILES: [C:1](#[N:2])[c:3]1[cH:4][cH:5][cH:6][c:7](-[c:9]2[n:10][c:11](-[c:23]3[n:24][cH:25][cH:26][cH:27][cH:28]3)[cH:12][c:13](-[c:15]3[cH:16][cH:17][c:18]([O:21][CH3:22])[cH:19][cH:20]3)[cH:14]2)[n:8]1.[CH3:31][C:32](=[O:33])[OH:34].[H:29][H:30].[Pd:35]>>[CH2:1]([NH2:2])[c:3]1[cH:4][cH:5][cH:6][c:7](-[c:9]2[n:10][c:11](-[c:23]3[n:24][cH:25][cH:26][cH:27][cH:28]3)[cH:12][c:13](-[c:15]3[cH:16][cH:17][c:18]([O:21][CH3:22])[cH:19][cH:20]3)[cH:14]2)[n:8]1.